From a dataset of the Open Reaction Database (ORD), a public repository of structured organic reaction records. describe an organic reaction: reactants, conditions, products, and yield Reactants: [Li]CCCC, C1CCOC1, COc1cc(Br)cc(OC)c1, O=Cc1ccc(OC(F)F)c(OC(F)F)c1. Yields the product COc1cc(OC)cc(C(O)c2ccc(OC(F)F)c(OC(F)F)c2)c1. Reaction SMILES: [CH2:1]([Li:2])[CH2:3][CH2:4][CH3:5].[CH2:33]1[O:34][CH2:35][CH2:36][CH2:37]1.[CH3:6][O:7][c:8]1[cH:9][c:10]([Br:16])[cH:11][c:12]([O:14][CH3:15])[cH:13]1.[F:17][CH:18]([O:19][c:20]1[cH:21][c:22]([CH:23]=[O:24])[cH:25][cH:26][c:27]1[O:28][CH:29]([F:30])[F:31])[F:32]>>[CH3:6][O:7][c:8]1[cH:9][c:10]([CH:23]([c:22]2[cH:21][c:20]([O:19][CH:18]([F:17])[F:32])[c:27]([O:28][CH:29]([F:30])[F:31])[cH:26][cH:25]2)[OH:24])[cH:11][c:12]([O:14][CH3:15])[cH:13]1. Starting materials: FC(C1=CC=C(O1)CO)F ((5-(difluoromethyl)furan-2-yl)methanol), C1(=CC=CC=C1)P(C1=CC=CC=C1)C1=CC=CC=C1 (triphenylphosphine), CCOC(=O)/N=N/C(=O)OCC (diethylazodicarboxylate), C1(=CC=CC=C1)P(=O)(C1=CC=CC=C1)N=[N+]=[N-] (diphenylphosphorylazide). Run in O1CCCC1 (tetrahydrofuran), ClCCl (dichloromethane). Conditions: time 18 hour. Yields the product N(=[N+]=[N-])CC=1OC(=CC1)C(F)F (2-(azidomethyl)-5-(difluoromethyl)furan). Isolated yield 77.0%. As a reaction SMILES: [F:1][CH:2]([F:10])[C:3]1[O:7][C:6]([CH2:8]O)=[CH:5][CH:4]=1.C1(P(C2C=CC=CC=2)C2C=CC=CC=2)C=CC=CC=1.CCOC(/N=N/C(OCC)=O)=O.C1(P([N:56]=[N+:57]=[N-:58])(C2C=CC=CC=2)=O)C=CC=CC=1>O1CCCC1.ClCCl>[N:56]([CH2:8][C:6]1[O:7][C:3]([CH:2]([F:10])[F:1])=[CH:4][CH:5]=1)=[N+:57]=[N-:58]. Procedure details: To a solution of (5-(difluoromethyl)furan-2-yl)methanol (0.55 g, 3.72 mmol), triphenylphosphine (1.07 g, 4.09 mmol) and diethylazodicarboxylate (0.64 mL, 4.09 mmol) in anhydrous tetrahydrofuran (20 mL) was added diphenylphosphorylazide (0.88 mL, 4.09 mmol). The reaction mixture was stirred at ambient temperature for 18 hours, diluted with dichloromethane (40 mL) and washed with water and brine. The organic solution was dried over anhydrous sodium sulphate, filtered and concentrated in vacuo. The... The reactants are FC1=C(C=CC(=C1F)[N+](=O)[O-])C(C(=O)OCC)C(=O)OCC (diethyl 2-(2,3-difluoro-4-nitrophenyl)malonate), FC1=C(C(=CC=C1F)[N+](=O)[O-])C(C(=O)OCC)C(=O)OCC (diethyl 2-(2,3-difluoro-6-nitrophenyl)malonate), Cl (hydrochloric acid). The product is FC1=C(C=CC(=C1F)[N+](=O)[O-])CC(=O)O (2,3-Difluoro-4-nitrophenylacetic acid). Reaction SMILES: [F:1][C:2]1[C:7]([F:8])=[C:6]([N+:9]([O-:11])=[O:10])[CH:5]=[CH:4][C:3]=1[CH:12](C(OCC)=O)[C:13]([O:15]CC)=[O:14].FC1C(F)=CC=C([N+]([O-])=O)C=1C(C(OCC)=O)C(OCC)=O.Cl>>[F:1][C:2]1[C:7]([F:8])=[C:6]([N+:9]([O-:11])=[O:10])[CH:5]=[CH:4][C:3]=1[CH2:12][C:13]([OH:15])=[O:14]. Procedure: The mixture of diethyl 2-(2,3-difluoro-4-nitrophenyl)malonate and diethyl 2-(2,3-difluoro-6-nitrophenyl)malonate from D15 (0.5 g) was heated with 11M hydrochloric acid (5 ml) at reflux overnight then evaporated to give 320 mg of the title compound (pale yellow solid) as a 1:1 mixture with 2,3-difluoro-6-nitrophenylacetic acid. M−—CO2H=172. The reactants are BrC1=CC(=C(C(=O)OC)C=C1)NC1=CC=C(C=C1)F (methyl 4-bromo-2-(4-fluoroanilino)benzoate), CS(=O)(=O)C1=CC=C(C=C1)B(O)O (4-(methanesulfonyl)phenylboronic acid), C([O-])([O-])=O.[Na+].[Na+] (sodium carbonate), bis(acetato)triphenylphosphine palladium(II). Run in CN(C(C)=O)C (N,N-dimethylacetamide). Run at temperature 90 celsius, time 12 hour. Product: FC1=CC=C(NC2=C(C(=O)O)C=CC(=C2)C2=CC=C(C=C2)S(=O)(=O)C)C=C1 (2-(4-fluoroanilino)-4-(4-(methanesulfonyl)phenyl)benzoic acid). Yield: 33.6%. Reaction SMILES: Br[C:2]1[CH:11]=[CH:10][C:5]([C:6]([O:8]C)=[O:7])=[C:4]([NH:12][C:13]2[CH:18]=[CH:17][C:16]([F:19])=[CH:15][CH:14]=2)[CH:3]=1.[CH3:20][S:21]([C:24]1[CH:29]=[CH:28][C:27](B(O)O)=[CH:26][CH:25]=1)(=[O:23])=[O:22].C(=O)([O-])[O-].[Na+].[Na+]>CN(C)C(=O)C>[F:19][C:16]1[CH:17]=[CH:18][C:13]([NH:12][C:4]2[CH:3]=[C:2]([C:27]3[CH:28]=[CH:29][C:24]([S:21]([CH3:20])(=[O:23])=[O:22])=[CH:25][CH:26]=3)[CH:11]=[CH:10][C:5]=2[C:6]([OH:8])=[O:7])=[CH:14][CH:15]=1 |f:2.3.4|. Reported procedure: To N,N-dimethylacetamide 2.5 mL solution of methyl 4-bromo-2-(4-fluoroanilino)benzoate 70 mg were added 4-(methanesulfonyl)phenylboronic acid 86 mg, sodium carbonate 69 mg and polymer-carried bis(acetato)triphenylphosphine palladium(II) 31 mg at room temperature, and it was stirred at 90° C. for 12 hours. After the reaction mixture was cooled to room temperature, insoluble matter was filtrated, and ethyl acetate and 1.0 mol/L hydrochloric acid were added to it. The organic layer was separated an... Reactants: [OH-].[K+] (potassium hydroxide), C(C)OC(CC=1C=CC2=C(SC3=C2C=C(C=C3)CC(C)C)C1)=O (8-i-butyldibenzothiophene-3-acetic acid ethyl ester). Run in C(C)O (ethanol). Product: C(C(C)C)C=1C=CC2=C(C3=C(S2)C=C(C=C3)CC(=O)O)C1 (8-i-butyl-dibenzothiophene-3-acetic acid). As a reaction SMILES: [OH-].[K+].C([O:5][C:6](=[O:25])[CH2:7][C:8]1[CH:9]=[CH:10][C:11]2[C:15]3[CH:16]=[C:17]([CH2:20][CH:21]([CH3:23])[CH3:22])[CH:18]=[CH:19][C:14]=3[S:13][C:12]=2[CH:24]=1)C>C(O)C>[CH2:20]([C:17]1[CH:18]=[CH:19][C:14]2[S:13][C:12]3[CH:24]=[C:8]([CH2:7][C:6]([OH:25])=[O:5])[CH:9]=[CH:10][C:11]=3[C:15]=2[CH:16]=1)[CH:21]([CH3:23])[CH3:22] |f:0.1|. Procedure details: To a 500 ml. flask, fitted with a condenser and containing a solution of 0.81 g. of potassium hydroxide in 125 ml. of ethanol was added 4.7 g. of 8-i-butyldibenzothiophene-3-acetic acid ethyl ester. After the solution was refluxed for 1 hour, the solvent was removed in vacuo (steam bath, rotary evaporator), the residue dissolved in 100 ml. of water, and the aqueous solution acidified with dilute hydrochloric acid. The product was removed by filtration, washed with water and dried at 60° in a vac... Starting materials: N#CCO, O=C([O-])O, CC(C)=O, Cl, O=[N+]([O-])c1cc([N+](=O)[O-])c(F)cc1F, [Na+], O. Product: N#CCOc1cc(F)c([N+](=O)[O-])cc1[N+](=O)[O-]. RXN SMILES: [C:15]([CH2:16][OH:17])#[N:18].[C:19](=[O:20])([O-:21])[OH:22].[CH3:26][C:27](=[O:28])[CH3:29].[ClH:24].[F:1][c:2]1[c:3]([N+:12](=[O:13])[O-:14])[cH:4][c:5]([N+:9](=[O:10])[O-:11])[c:6]([F:8])[cH:7]1.[Na+:23].[OH2:25]>>[c:2]1([O:17][CH2:16][C:15]#[N:18])[c:3]([N+:12](=[O:13])[O-:14])[cH:4][c:5]([N+:9](=[O:10])[O-:11])[c:6]([F:8])[cH:7]1. Reactants: ClC1=C(C=CC=C1Cl)[C@@H](C)N ((R)-1-(2,3-dichlorophenyl)ethanamine), C(C)(C)(C)OC(=O)C1=C(C=CC=C1)C1=CC=C(C=C1)CN1C(=C(C2=CC(=CC=C12)C(=O)O)C)C (1-((2′-(tert-butoxycarbonyl)-[1,1′-biphenyl]-4-yl)methyl)-2,3-dimethyl-1H-indole-5-carboxylic acid). Product: ClC1=C(C=CC=C1Cl)[C@@H](C)NC(=O)C=1C=C2C(=C(N(C2=CC1)CC1=CC=C(C=C1)C=1C(=CC=CC1)C(=O)O)C)C ((R)-4′-((5-((1-(2,3-dichlorophenyl)ethyl)carbamoyl)-2,3-dimethyl-1H-indol-1-yl)methyl)-[1,1′-biphenyl]-2-carboxylic acid). RXN SMILES: [Cl:1][C:2]1[C:7]([Cl:8])=[CH:6][CH:5]=[CH:4][C:3]=1[C@H:9]([NH2:11])[CH3:10].C([O:16][C:17]([C:19]1[CH:24]=[CH:23][CH:22]=[CH:21][C:20]=1[C:25]1[CH:30]=[CH:29][C:28]([CH2:31][N:32]2[C:40]3[C:35](=[CH:36][C:37]([C:41](O)=[O:42])=[CH:38][CH:39]=3)[C:34]([CH3:44])=[C:33]2[CH3:45])=[CH:27][CH:26]=1)=[O:18])(C)(C)C>>[Cl:1][C:2]1[C:7]([Cl:8])=[CH:6][CH:5]=[CH:4][C:3]=1[C@H:9]([NH:11][C:41]([C:37]1[CH:36]=[C:35]2[C:40](=[CH:39][CH:38]=1)[N:32]([CH2:31][C:28]1[CH:27]=[CH:26][C:25]([C:20]3[C:19]([C:17]([OH:18])=[O:16])=[CH:24][CH:23]=[CH:22][CH:21]=3)=[CH:30][CH:29]=1)[C:33]([CH3:45])=[C:34]2[CH3:44])=[O:42])[CH3:10]. Procedure details: The title compound was prepared following the same general protocol as described in Step 8-9, Example 1, using the (R)-1-(2,3-dichlorophenyl)ethanamine and the 1-((2′-(tert-butoxycarbonyl)-[1,1′-biphenyl]-4-yl)methyl)-2,3-dimethyl-1H-indole-5-carboxylic acid. ESI-MS (m/z): 571 [M+H]+. Reactants: NC=1SC=C(N1)C(C(=O)N[C@@H]1C(N([C@@H]1CNC(=O)OCC1=CC=C(C=C1)[N+](=O)[O-])S(=O)(=O)[O-])=O)=NOC.[Na+] (sodium cis-3-[2-(2-amino-4-thiazolyl)-2-methoxyiminoacetamido]-4-(p-nitrobenzyloxycarbonylaminomethyl)-2-oxoazetidine-1-sulfonate), [H][H] (hydrogen). The reagents and catalysts are [Pd] (palladium-on-carbon). Run in O (water), O1CCCC1 (tetrahydrofuran). Yields the product NC=1SC=C(N1)C(C(=O)N[C@@H]1C(N([C@@H]1CN)S(=O)(=O)O)=O)=NOC (cis-3-[2-(2-amino-4-thiazolyl)-2-methoxyiminoacetamido]-4-aminomethyl-2-oxoazetidine-1-sulfonic acid). As a reaction SMILES: [NH2:1][C:2]1[S:3][CH:4]=[C:5]([C:7](=[N:35][O:36][CH3:37])[C:8]([NH:10][C@H:11]2[C@@H:14]([CH2:15][NH:16]C(OCC3C=CC([N+]([O-])=O)=CC=3)=O)[N:13]([S:30]([O-:33])(=[O:32])=[O:31])[C:12]2=[O:34])=[O:9])[N:6]=1.[Na+].[H][H]>O.O1CCCC1.[Pd]>[NH2:1][C:2]1[S:3][CH:4]=[C:5]([C:7](=[N:35][O:36][CH3:37])[C:8]([NH:10][C@H:11]2[C@@H:14]([CH2:15][NH2:16])[N:13]([S:30]([OH:33])(=[O:31])=[O:32])[C:12]2=[O:34])=[O:9])[N:6]=1 |f:0.1|. Reported procedure: In a mixture of 15 ml of water and 15 ml of tetrahydrofuran is dissolved 203 mg of sodium cis-3-[2-(2-amino-4-thiazolyl)-2-methoxyiminoacetamido]-4-(p-nitrobenzyloxycarbonylaminomethyl)-2-oxoazetidine-1-sulfonate (syn-isomer), followed by addition of 190 mg of 10% palladium-on-carbon. The mixture is stirred in a hydrogen atmosphere at room temperature for 3 hours. The catalyst is filtered off and the filtrate is washed with ethyl acetate and concentrated under reduced pressure. The residue is ch...